Dataset: the Open Reaction Database (ORD), a public repository of structured organic reaction records. Task: describe an organic reaction: reactants, conditions, products, and yield The solvent is C1=CC=CC=C1 (benzene). As a reaction SMILES: [NH2-].[Na+].[C:3]1([CH2:13][C:14]#[N:15])[C:12]2[C:7](=[CH:8][CH:9]=[CH:10][CH:11]=2)[CH:6]=[CH:5][CH:4]=1.Cl[CH2:17][CH2:18][N:19]([CH3:21])[CH3:20].O>C1C=CC=CC=1>[CH3:20][N:19]([CH3:21])[CH2:18][CH2:17][CH:13]([C:3]1[C:12]2[C:7](=[CH:8][CH:9]=[CH:10][CH:11]=2)[CH:6]=[CH:5][CH:4]=1)[C:14]#[N:15] |f:0.1|. Run at temperature 80 celsius. Starting materials: O (water), [NH2-].[Na+] (sodium amide), C1(=CC=CC2=CC=CC=C12)CC#N (naphth-1-ylacetonitrile), ClCCN(C)C (2-chlorodimethylaminoethane). Reported procedure: 6.9 g of sodium amide are added in small portions to 29.4 g of naphth-1-ylacetonitrile in 250 ml of anhydrous benzene and the mixture is heated at 80° C. for 2 hours. It is cooled to +40° C., 19 g of 2-chlorodimethylaminoethane are added dropwise and the mixture is then heated again at 80° C. for 4 hours. It is cooled and 200 ml of water are added. After decantation, the organic phase is extracted with a 10% solution of hydrochloric acid. The aqueous phase is washed with ether, neutralized with ... Isolated yield 57.3%. The product is CN(CCC(C#N)C1=CC=CC2=CC=CC=C12)C (4-Dimethylamino-2-(naphth-1-yl)butyronitrile). Starting materials: C=CCI, O=Cc1cc(Cl)cc(Cl)c1O, CN(C)C=O. Yields the product C=CCOc1c(Cl)cc(Cl)cc1C=O. Reaction SMILES: [CH2:12]([CH:13]=[CH2:14])[I:15].[Cl:1][c:2]1[c:3]([OH:11])[c:4]([CH:5]=[O:6])[cH:7][c:8]([Cl:10])[cH:9]1.[O:16]=[CH:17][N:18]([CH3:19])[CH3:20]>>[Cl:1][c:2]1[c:3]([O:11][CH2:14][CH:13]=[CH2:12])[c:4]([CH:5]=[O:6])[cH:7][c:8]([Cl:10])[cH:9]1. Reactants: CN(C=O)C (dimethylformamide), CN1C(CCC1)=O (N-methylpyrrolidin-2-one), C(Cl)(Cl)Cl (chloroform), COCCOC=1C=C2C(=CC1OCCOC)N=CN=C2NC=3C=CC=C(C3)C#C.Cl (erlotinib hydrochloride). Run in C(C)(C)O (isopropanol), N1=CC=CC=C1 (pyridine), O1CCOCC1 (1,4-dioxane), O1CCCC1 (tetrahydrofuran), C(C)#N (acetonitrile). Yields the product ClC1=NC=NC2=CC(=C(C=C12)OCCOC)OCCOC (4-chloro-6,7-bis-(2-methoxyethoxy)-quinazoline), C(#C)C=1C=C(N)C=CC1 (3-ethynylaniline), C1-C6-alcohol. RXN SMILES: [CH3:1][O:2][CH2:3][CH2:4][O:5][C:6]1[CH:7]=[C:8]2[C:20]([NH:21][C:22]3[CH:23]=[CH:24][CH:25]=[C:26]([C:28]#[CH:29])[CH:27]=3)=[N:19][CH:18]=[N:17][C:9]2=[CH:10][C:11]=1[O:12][CH2:13][CH2:14][O:15][CH3:16].Cl.CN(C)C=O.CN1CCCC1=O.C(Cl)(Cl)[Cl:44]>C(O)(C)C.N1C=CC=CC=1.O1CCOCC1.O1CCCC1.C(#N)C>[Cl:44][C:20]1[C:8]2[C:9](=[CH:10][C:11]([O:12][CH2:13][CH2:14][O:15][CH3:16])=[C:6]([O:5][CH2:4][CH2:3][O:2][CH3:1])[CH:7]=2)[N:17]=[CH:18][N:19]=1.[C:28]([C:26]1[CH:27]=[C:22]([CH:23]=[CH:24][CH:25]=1)[NH2:21])#[CH:29] |f:0.1|. Reported procedure: The U.S. Pat. No. 5,747,498 (herein after referred to as the '498 patent) makes no reference to the existence of specific polymorphic forms of erlotinib hydrochloride. In this patent, it is disclosed that the compound is isolated according to conventional techniques; more precisely, according to the embodiments exemplified, crude erlotinib hydrochloride residue (obtained by reaction of 4-chloro-6,7-bis-(2-methoxyethoxy)-quinazoline with 3-ethynylaniline or its hydrochloride salt in a solvent suc...